This data is from the Open Reaction Database (ORD), a public repository of structured organic reaction records. The task is: describe an organic reaction: reactants, conditions, products, and yield The reactants are C(C)(=O)OCC (ethyl acetate), [F-].C(CCC)[N+](CCCC)(CCCC)CCCC (tetrabutylammonium fluoride), solution, C1(=CC=CC=C1)C=1C=C2C(=NN(C2=CC1Cl)COCC[Si](C)(C)C)NC(CCC)=O (N-[5-phenyl-6-chloro-1-[[2-(trimethylsilyl]ethoxy]methyl]-1H-indazol-3-yl]butanamide). Run in O1CCCC1 (tetrahydrofuran), O1CCCC1 (tetrahydrofuran). Reaction conditions: temperature 67 celsius. Yields the product C1(=CC=CC=C1)C=1C=C2C(=NNC2=CC1Cl)NC(CCC)=O (N-(5-phenyl-6-chloro-1H-indazol-3-yl)butanamide). RXN SMILES: [F-].C([N+](CCCC)(CCCC)CCCC)CCC.[C:19]1([C:25]2[CH:26]=[C:27]3[C:31](=[CH:32][C:33]=2[Cl:34])[N:30](COCC[Si](C)(C)C)[N:29]=[C:28]3[NH:43][C:44](=[O:48])[CH2:45][CH2:46][CH3:47])[CH:24]=[CH:23][CH:22]=[CH:21][CH:20]=1.C(OCC)(=O)C>O1CCCC1>[C:19]1([C:25]2[CH:26]=[C:27]3[C:31](=[CH:32][C:33]=2[Cl:34])[NH:30][N:29]=[C:28]3[NH:43][C:44](=[O:48])[CH2:45][CH2:46][CH3:47])[CH:20]=[CH:21][CH:22]=[CH:23][CH:24]=1 |f:0.1|. Procedure details: 8.8 cm3 of tetrabutylammonium fluoride as a 1M solution in tetrahydrofuran are added to 650 mg of N-[5-phenyl-6-chloro-1-[[2-(trimethylsilyl]ethoxy]methyl]-1H-indazol-3-yl]butanamide, described previously, in 25 cm3 of tetrahydrofuran. The medium is maintained at 67° C. for 20 hours and is then allowed to return to room temperature and 75 cm3 of ethyl acetate are added; the organic phase is washed with 75 cm3 of saturated aqueous sodium hydrogen carbonate solution and then with 2×75 cm3 of satur...